From a dataset of the Open Reaction Database (ORD), a public repository of structured organic reaction records. describe an organic reaction: reactants, conditions, products, and yield Starting materials: NC(C1CCN(CC1)C1=NC2=CC=C(C(=C2C=C1)NC(CC1CCCCC1)=O)Cl)=NO (N-[2-[4[amino(hydroxyimino)methyl]-1-piperidinyl]-6-chloro-5-quinolinyl]-cyclohexaneacetamide), N1=CC=CC=C1 (pyridine), C(C)C(COC(=O)Cl)CCCC (2-ethylhexylchloroformate). Solvent: ClCCl (dichloromethane). Reaction conditions: time 10 minute. Product: ClC=1C(=C2C=CC(=NC2=CC1)N1CCC(CC1)C1=NOC(N1)=O)NC(CC1CCCCC1)=O (N-[6-Chloro-2-[4-(4,5-dihydro-5-oxo-1,2,4-oxadiazol-3-yl)-1-piperidinyl]-5-quinolinyl]-cyclohexaneacetamide). RXN SMILES: [NH2:1][C:2](=[N:30][OH:31])[CH:3]1[CH2:8][CH2:7][N:6]([C:9]2[CH:18]=[CH:17][C:16]3[C:11](=[CH:12][CH:13]=[C:14]([Cl:29])[C:15]=3[NH:19][C:20](=[O:28])[CH2:21][CH:22]3[CH2:27][CH2:26][CH2:25][CH2:24][CH2:23]3)[N:10]=2)[CH2:5][CH2:4]1.N1C=CC=CC=1.C(C(CCCC)[CH2:41][O:42]C(Cl)=O)C>ClCCl>[Cl:29][C:14]1[C:15]([NH:19][C:20](=[O:28])[CH2:21][CH:22]2[CH2:27][CH2:26][CH2:25][CH2:24][CH2:23]2)=[C:16]2[C:11](=[CH:12][CH:13]=1)[N:10]=[C:9]([N:6]1[CH2:7][CH2:8][CH:3]([C:2]3[NH:1][C:41](=[O:42])[O:31][N:30]=3)[CH2:4][CH2:5]1)[CH:18]=[CH:17]2. Procedure: To a stirred solution of N-[2-[4[amino(hydroxyimino)methyl]-1-piperidinyl]-6-chloro-5-quinolinyl]-cyclohexaneacetamide (example 102(a)) (0.1 g) and pyridine (0.02 mL) in dichloromethane (5 mL) at 0° C. was added 2-ethylhexylchloroformate (0.064 mL). After 10 minutes the reaction was allowed to warm to room temperature and was then stirred for 2 hours. The solvent was removed under vacuum and the resulting solid was transferred to a 10 mL microwave vial with isohexane (3 mL) and heated within a m... Reactants: O (water), C1(O)=CC(O)=CC=C1 (resorcinol), C=O (formalin). The reagents and catalysts are C1(=CC=C(C=C1)S(=O)(=O)O)C (p-toluenesulfonic acid), O.N (ammonia water). Run in C1(=CC=CC=C1)C (toluene). Run at temperature 122.5 celsius, time 60 minute. Yields the product C1(O)=CC(O)=CC=C1.C=O (resorcinol formalin). The yield is 268.0%. RXN SMILES: O.[C:2]1([CH:9]=[CH:8][CH:7]=[C:5]([OH:6])[CH:4]=1)[OH:3].C=O>C1(C)C=CC(S(O)(=O)=O)=CC=1.O.N.C1(C)C=CC=CC=1>[C:2]1([CH:9]=[CH:8][CH:7]=[C:5]([OH:6])[CH:4]=1)[OH:3].[CH2:2]=[O:3] |f:4.5,7.8|. Procedure details: After 280 g of water and 523.6 g of resorcinol were placed in a 2 L flask made of glass and the whole dissolved at 50° C., 1.2 g of p-toluenesulfonic acid was charged into the reaction vessel. While the reaction system was maintained at 120 to 125° C., 224 g of 37% formalin was added dropwise over a period of 300 minutes and, after the completion of the dropwise addition, the mixture was further stirred for 60 minutes to cause a reaction to proceed. After the temperature of the reaction system w... The reactants are CCOC(=O)c1ccc(Br)cc1, CCNCC, C#C[Si](C)(C)C, [Cu]I, O. Product: CCOC(=O)c1ccc(C#C[Si](C)(C)C)cc1. RXN SMILES: [Br:1][c:2]1[cH:3][cH:4][c:5]([C:6](=[O:7])[O:8][CH2:9][CH3:10])[cH:11][cH:12]1.[CH2:19]([NH:20][CH2:21][CH3:22])[CH3:23].[CH3:13][Si:14]([CH3:15])([CH3:16])[C:17]#[CH:18].[Cu:24][I:25].[OH2:26]>>[c:2]1([C:18]#[C:17][Si:14]([CH3:13])([CH3:15])[CH3:16])[cH:3][cH:4][c:5]([C:6](=[O:7])[O:8][CH2:9][CH3:10])[cH:11][cH:12]1. Reactants: COC1=C(CN2CCN(CC2)C(=S)S)C=CC(=C1OC)OC (4-(2,3,4-trimethoxybenzyl)-1-piperazinecarbodithioic acid), [OH-].[Na+] (sodium hydroxide), CI (methyliodide). Solvent: CO (methanol), CO (methanol). Product: COC1=C(CN2CCN(CC2)C(=S)SC)C=CC(=C1OC)OC (Methyl 4-(2,3,4-trimethoxybenzyl)-1piperazinecarbodithioate). Yield: 97.9%. Reaction SMILES: [CH3:1][O:2][C:3]1[C:18]([O:19][CH3:20])=[C:17]([O:21][CH3:22])[CH:16]=[CH:15][C:4]=1[CH2:5][N:6]1[CH2:11][CH2:10][N:9]([C:12]([SH:14])=[S:13])[CH2:8][CH2:7]1.[OH-].[Na+].[CH3:25]I>CO>[CH3:1][O:2][C:3]1[C:18]([O:19][CH3:20])=[C:17]([O:21][CH3:22])[CH:16]=[CH:15][C:4]=1[CH2:5][N:6]1[CH2:7][CH2:8][N:9]([C:12]([S:14][CH3:25])=[S:13])[CH2:10][CH2:11]1 |f:1.2|. Procedure details: In a nitrogen atmosphere, 2.0 g of 4-(2,3,4-trimethoxybenzyl)-1-piperazinecarbodithioic acid, 0.26 g of granular sodium hydroxide, and 3 ml of methanol were mixed, and stirred atroom temperature to yield a homogeneous reaction solution. To the solution was dropwise added under chilling with ice a solution of 0.39 ml of methyliodide in 2.4 ml of methanol. After the addition was complete, the reactionsolution was stirred for 2.5 hours at room temperature. The solvent was then distilled off under r... Starting materials: ClC1=NC2=CC=C(C=C2C=C1)Cl (2,6-dichloroquinoline), CC1=CC=C(O1)CN (5-methyl-2-furanmethanamine), COC=1C=C(CN)C=CC1 (3-methoxybenzylamine). Product: COC=1C=C(CNC=2C=C3C=CC(=NC3=CC2)NCC=2OC(=CC2)C)C=CC1 (N6-(3-Methoxy-benzyl)-N2-(5-methyl-furan-2-ylmethyl)-quinoline-2,6-diamine). As a reaction SMILES: Cl[C:2]1[CH:11]=[CH:10][C:9]2[C:4](=[CH:5][CH:6]=[C:7](Cl)[CH:8]=2)[N:3]=1.[CH3:13][C:14]1[O:18][C:17]([CH2:19][NH2:20])=[CH:16][CH:15]=1.[CH3:21][O:22][C:23]1[CH:24]=[C:25]([CH:28]=[CH:29][CH:30]=1)[CH2:26][NH2:27]>>[CH3:21][O:22][C:23]1[CH:24]=[C:25]([CH:28]=[CH:29][CH:30]=1)[CH2:26][NH:27][C:7]1[CH:8]=[C:9]2[C:4](=[CH:5][CH:6]=1)[N:3]=[C:2]([NH:20][CH2:19][C:17]1[O:18][C:14]([CH3:13])=[CH:15][CH:16]=1)[CH:11]=[CH:10]2. Procedure details: The title compound, MS: m/e=374.3 (M+H+), was prepared in accordance with the general method of example 1 from 2,6-dichloroquinoline, 5-methyl-2-furanmethanamine and 3-methoxybenzylamine. The reactants are ClCCl, COCCOCCOC(=O)C#CC(O)C=Cc1ccc(OC)cc1. The product is COCCOCCOC(=O)C#CC(=O)C=Cc1ccc(OC)cc1. As a reaction SMILES: [CH2:25]([Cl:26])[Cl:27].[OH:1][CH:2]([C:3]#[C:4][C:5](=[O:6])[O:7][CH2:8][CH2:9][O:10][CH2:11][CH2:12][O:13][CH3:14])[CH:15]=[CH:16][c:17]1[cH:18][cH:19][c:20]([O:23][CH3:24])[cH:21][cH:22]1>>[O:1]=[C:2]([C:3]#[C:4][C:5](=[O:6])[O:7][CH2:8][CH2:9][O:10][CH2:11][CH2:12][O:13][CH3:14])[CH:15]=[CH:16][c:17]1[cH:18][cH:19][c:20]([O:23][CH3:24])[cH:21][cH:22]1. The reactants are FC1=CC(=NC(=C1)C(=O)OCC)C(CBr)=O (4-fluoro-6-ethoxycarbonyl-2-(α-bromoacetyl)pyridine), C(C)OC=1C=C(C(=S)N)C=CC1OCC (3,4-diethoxythiobenzamide). Product: C(C)OC=1C=C(C=CC1OCC)C=1SC=C(N1)C1=NC(=CC(=C1)F)C(=O)O (2-(3,4-diethoxyphenyl)-4-(4-fluoro-6-carboxy-2-pyridyl)thiazole). As a reaction SMILES: [F:1][C:2]1[CH:7]=[C:6]([C:8]([O:10]CC)=[O:9])[N:5]=[C:4]([C:13](=O)[CH2:14]Br)[CH:3]=1.[CH2:17]([O:19][C:20]1[CH:21]=[C:22]([CH:26]=[CH:27][C:28]=1[O:29][CH2:30][CH3:31])[C:23]([NH2:25])=[S:24])[CH3:18]>>[CH2:17]([O:19][C:20]1[CH:21]=[C:22]([C:23]2[S:24][CH:14]=[C:13]([C:4]3[CH:3]=[C:2]([F:1])[CH:7]=[C:6]([C:8]([OH:10])=[O:9])[N:5]=3)[N:25]=2)[CH:26]=[CH:27][C:28]=1[O:29][CH2:30][CH3:31])[CH3:18]. Reported procedure: A reaction was conducted in the same manner as in Example 1, by using 4-fluoro-6-ethoxycarbonyl-2-(α-bromoacetyl)pyridine and 3,4-diethoxythiobenzamide. Then, hydrolysis was conducted in the same manner as in Example 2 to obtain 2-(3,4-diethoxyphenyl)-4-(4-fluoro-6-carboxy-2-pyridyl)thiazole. Reactants: NC(C(=O)OCC)CC1=CC(=CC=C1)[N+](=O)[O-] (ethyl 2-amino-3-(3-nitrophenyl)propanoate), C(C)(=O)OC(C)=O (acetic anhydride), C(C)(=O)OC(C)=O (acetic anhydride). Run at temperature 0 celsius, time 1 hour. The product is C(C)(=O)NC(C(=O)OCC)CC1=CC(=CC=C1)[N+](=O)[O-] (ethyl 2-(acetylamino)-3-(3-nitrophenyl)propanoate). As a reaction SMILES: [NH2:1][CH:2]([CH2:8][C:9]1[CH:14]=[CH:13][CH:12]=[C:11]([N+:15]([O-:17])=[O:16])[CH:10]=1)[C:3]([O:5][CH2:6][CH3:7])=[O:4].[C:18](OC(=O)C)(=[O:20])[CH3:19]>>[C:18]([NH:1][CH:2]([CH2:8][C:9]1[CH:14]=[CH:13][CH:12]=[C:11]([N+:15]([O-:17])=[O:16])[CH:10]=1)[C:3]([O:5][CH2:6][CH3:7])=[O:4])(=[O:20])[CH3:19]. Reported procedure: 9.52 cm3 of acetic anhydride are added dropwise to 12 g of ethyl 2-amino-3-(3-nitrophenyl)propanoate at a temperature in the region of 0° C. After stirring at 0° C. for 1 hour, the mixture sets to a solid. 10 cm3 of acetic anhydride are then added and stirring is continued at 0° C. for a further 1 hour. The precipitate is filtered off on a sinter funnel, washed with 3 times 25 cm3 of water and dried in a fume cupboard and then in an oven under vacuum (10 Pa) at a temperature in the region of 50°...